Dataset: the Open Reaction Database (ORD), a public repository of structured organic reaction records. Task: describe an organic reaction: reactants, conditions, products, and yield Starting materials: CC#N, Nc1ncccc1C(F)(F)F, [Na+], O=C([O-])O, O=C1CCC(=O)N1Br. Yields the product Nc1ncc(Br)cc1C(F)(F)F. As a reaction SMILES: [CH3:25][C:26]#[N:27].[F:1][C:2]([c:3]1[c:4]([NH2:9])[n:5][cH:6][cH:7][cH:8]1)([F:10])[F:11].[Na+:24].[O-:20][C:21]([OH:22])=[O:23].[O:12]=[C:13]1[N:14]([Br:19])[C:15](=[O:16])[CH2:17][CH2:18]1>>[F:1][C:2]([c:3]1[c:4]([NH2:9])[n:5][cH:6][c:7]([Br:19])[cH:8]1)([F:10])[F:11]. Starting materials: C1CCOC1, COC(=O)c1ccc2c(c1)CCC1C2CCC2(C)C1C(CCC(=O)Nc1ncc(C)s1)CC2(F)F, CO, [Li+], [OH-], O. The product is Cc1cnc(NC(=O)CCC2CC(F)(F)C3(C)CCC4c5ccc(C(=O)O)cc5CCC4C23)s1. Reaction SMILES: [CH2:40]1[O:41][CH2:42][CH2:43][CH2:44]1.[CH3:1][O:2][C:3](=[O:4])[c:5]1[cH:6][c:7]2[c:20]([cH:21][cH:22]1)[CH:19]1[CH:10]([CH2:9][CH2:8]2)[CH:11]2[CH:12]([CH2:25][CH2:26][C:27](=[O:28])[NH:29][c:30]3[s:31][c:32]([CH3:35])[cH:33][n:34]3)[CH2:13][C:14]([F:23])([F:24])[C:15]2([CH3:16])[CH2:17][CH2:18]1.[CH3:38][OH:39].[Li+:37].[OH-:36].[OH2:45]>>[O:2]=[C:3]([OH:4])[c:5]1[cH:6][c:7]2[c:20]([cH:21][cH:22]1)[CH:19]1[CH:10]([CH2:9][CH2:8]2)[CH:11]2[CH:12]([CH2:25][CH2:26][C:27](=[O:28])[NH:29][c:30]3[s:31][c:32]([CH3:35])[cH:33][n:34]3)[CH2:13][C:14]([F:23])([F:24])[C:15]2([CH3:16])[CH2:17][CH2:18]1. Starting materials: CCCCC1CCNCC1, CC#N, O=C1CCc2cc(F)ccc2N1CCCCl, [K+], [K+], O=C([O-])[O-]. Product: CCCCC1CCN(CCCN2C(=O)CCc3cc(F)ccc32)CC1. Reaction SMILES: [CH2:17]([CH2:18][CH2:19][CH3:20])[CH:21]1[CH2:22][CH2:23][NH:24][CH2:25][CH2:26]1.[CH3:33][C:34]#[N:35].[Cl:1][CH2:2][CH2:3][CH2:4][N:5]1[C:6](=[O:16])[CH2:7][CH2:8][c:9]2[cH:10][c:11]([F:15])[cH:12][cH:13][c:14]21.[K+:27].[K+:28].[O-:29][C:30]([O-:31])=[O:32]>>[CH2:2]([CH2:3][CH2:4][N:5]1[C:6](=[O:16])[CH2:7][CH2:8][c:9]2[cH:10][c:11]([F:15])[cH:12][cH:13][c:14]21)[N:24]1[CH2:23][CH2:22][CH:21]([CH2:17][CH2:18][CH2:19][CH3:20])[CH2:26][CH2:25]1. The reactants are ClC1=C(C2=C(CC(O2)C(=O)O)C=C1)Cl (6,7-dichloro-2,3-dihydrobenzofuran-2-carboxylic acid), S1C(=CC=C1)C(=O)Cl (thiophene-2-carbonyl chloride), ice water, [Cl-].[Al+3].[Cl-].[Cl-] (aluminum chloride). The solvent is Cl (hydrochloric acid). Product: ClC1=C(C2=C(CC(O2)C(=O)O)C=C1C(C1=CC=CS1)=O)Cl (6,7-Dichloro-2,3-dihydro-5-(2-thenoyl)benzofuran-2-carboxylic acid). As a reaction SMILES: [Cl:1][C:2]1[CH:13]=[CH:12][C:5]2[CH2:6][CH:7]([C:9]([OH:11])=[O:10])[O:8][C:4]=2[C:3]=1[Cl:14].[S:15]1[CH:19]=[CH:18][CH:17]=[C:16]1[C:20](Cl)=[O:21].[Cl-].[Al+3].[Cl-].[Cl-]>Cl>[Cl:1][C:2]1[C:13]([C:20](=[O:21])[C:16]2[S:15][CH:19]=[CH:18][CH:17]=2)=[CH:12][C:5]2[CH2:6][CH:7]([C:9]([OH:11])=[O:10])[O:8][C:4]=2[C:3]=1[Cl:14] |f:2.3.4.5|. Reported procedure: To a well stirred mixture of 6,7-dichloro-2,3-dihydrobenzofuran-2-carboxylic acid (2.6 g.) and thiophene-2-carbonyl chloride (4 ml.) protected from the atmosphere with a calcium chloride tube is added anhydrous aluminum chloride (6.0 g.) over a one-hour period. The reaction mixture is heated at 80°-90° C. for 31/2 hours then poured into ice water (100 ml.) and hydrochloric acid (10 ml.). The product is extracted into ether, washed with water, then extracted into aqueous sodium bicarbonate (100 m...